This data is from the Open Reaction Database (ORD), a public repository of structured organic reaction records. The task is: describe an organic reaction: reactants, conditions, products, and yield Starting materials: C=CC (propylene), O=O (oxygen), ReCl5, [Cl-].[Cl-].[Cl-].[Ga+3] (gallium trichloride), [Cl-].[Li+] (lithium chloride), C(C)(=O)O (acetic acid). Solvent: C(C)(=O)OC(C)=O (acetic acid anhydride). Conditions: temperature 150 celsius. Product: C(C)(=O)OCC(C)OC(C)=O (propylene glycol diacetate), CC(=O)[O-] (monoacetate). Reaction SMILES: [Cl-].[Cl-].[Cl-].[Ga+3].[Cl-].[Li+].[CH2:7]=[CH:8][CH3:9].O=O.[C:12]([OH:15])(=[O:14])[CH3:13]>C(OC(=O)C)(=O)C>[C:12]([O:15][CH2:7][CH:8]([O:15][C:12](=[O:14])[CH3:13])[CH3:9])(=[O:14])[CH3:13].[CH3:13][C:12]([O-:15])=[O:14] |f:0.1.2.3,4.5|. Procedure details: 2 g of ReCl5, 1 g of gallium trichloride, and 1 g of lithium chloride were dissolved in 720 ml of glacial acetic acid and 80 ml of acetic acid anhydride. After saturation with propylene, 20 atmospheres of oxygen were introduced under pressure and the mixture heated to 150° C. Distillation of the reaction solution gave 8.9 g of propylene glycol diacetate and 1 g of the monoacetate. Starting materials: CCOC(C)=O, CCCCC1(c2cc(OC)cc(OC)c2)SCCS1, CCCCCC, COc1cc(OC)cc(C(=O)C2CCCCCC2)c1. The product is COc1cc(OC)cc(C2(C3CCCCCC3)SCCS2)c1. As a reaction SMILES: [C:39]([O:40][CH2:41][CH3:42])(=[O:43])[CH3:44].[CH2:20]([C:21]1([c:22]2[cH:23][c:24]([O:29][CH3:30])[cH:31][c:32]([O:33][CH3:34])[cH:35]2)[S:25][CH2:26][CH2:27][S:28]1)[CH2:36][CH2:37][CH3:38].[CH3:45][CH2:46][CH2:47][CH2:48][CH2:49][CH3:50].[CH:1]1([C:8](=[O:9])[c:10]2[cH:11][c:12]([O:18][CH3:19])[cH:13][c:14]([O:16][CH3:17])[cH:15]2)[CH2:2][CH2:3][CH2:4][CH2:5][CH2:6][CH2:7]1>>[CH:1]1([C:8]2([c:10]3[cH:11][c:12]([O:18][CH3:19])[cH:13][c:14]([O:16][CH3:17])[cH:15]3)[S:25][CH2:26][CH2:27][S:28]2)[CH2:2][CH2:3][CH2:4][CH2:5][CH2:6][CH2:7]1.